Dataset: the Open Reaction Database (ORD), a public repository of structured organic reaction records. Task: describe an organic reaction: reactants, conditions, products, and yield Starting materials: CC(C)CC(N)C(=O)OCc1ccccc1, ClCCl, CC(C)(C)OC(=O)NCC(=O)Oc1cc(Cl)c(Cl)cc1Cl. Yields the product CC(C)CC(NC(=O)CNC(=O)OC(C)(C)C)C(=O)OCc1ccccc1. As a reaction SMILES: [CH2:22]([c:23]1[cH:24][cH:25][cH:26][cH:27][cH:28]1)[O:29][C:30]([CH:31]([NH2:32])[CH2:33][CH:34]([CH3:35])[CH3:36])=[O:37].[CH2:38]([Cl:39])[Cl:40].[Cl:1][c:2]1[cH:3][c:4]([Cl:5])[c:6]([Cl:7])[cH:8][c:9]1[O:10][C:11]([CH2:12][NH:13][C:14](=[O:15])[O:16][C:17]([CH3:18])([CH3:19])[CH3:20])=[O:21]>>[O:10]=[C:11]([CH2:12][NH:13][C:14](=[O:15])[O:16][C:17]([CH3:18])([CH3:19])[CH3:20])[NH:32][CH:31]([C:30]([O:29][CH2:22][c:23]1[cH:24][cH:25][cH:26][cH:27][cH:28]1)=[O:37])[CH2:33][CH:34]([CH3:35])[CH3:36]. Reactants: Cl (hydrochloric acid), CN1N=C(C(N=C1S)=O)O (2-methyl-3-mercapto-5-oxo-6-hydroxy-2,5-dihydro-1,2,4-triazine), Cl.ClCC1=CC=NC=C1 (4-chloromethylpyridine hydrochloride), C([O-])(O)=O.[Na+] (sodium bicarbonate). Run in O (water). Reaction conditions: temperature 45 celsius, time 2 hour. Yields the product CN1N=C(C(N=C1SCC1=CC=NC=C1)=O)O (2-methyl-3-(4-pyridylmethylthio)-5-oxo-6-hydroxy-2,5-dihydro-1,2,4-triazine). Yield: 68.8%. As a reaction SMILES: [CH3:1][N:2]1[C:7]([SH:8])=[N:6][C:5](=[O:9])[C:4]([OH:10])=[N:3]1.Cl.Cl[CH2:13][C:14]1[CH:19]=[CH:18][N:17]=[CH:16][CH:15]=1.C(=O)(O)[O-].[Na+].Cl>O>[CH3:1][N:2]1[C:7]([S:8][CH2:13][C:14]2[CH:19]=[CH:18][N:17]=[CH:16][CH:15]=2)=[N:6][C:5](=[O:9])[C:4]([OH:10])=[N:3]1 |f:1.2,3.4|. Procedure details: A mixture of 2-methyl-3-mercapto-5-oxo-6-hydroxy-2,5-dihydro-1,2,4-triazine (15.91 g), 4-chloromethylpyridine hydrochloride (19.68 g) and sodium bicarbonate (33.6 g) in water (500 ml) was stirred for 2 hours at 45° C. The mixture was cooled to 10° C. and adjusted to pH 6.2 with 6N hydrochloric acid. The resulting precipitates were collected by filtration, washed with water and acetone, and dried to give 2-methyl-3-(4-pyridylmethylthio)-5-oxo-6-hydroxy-2,5-dihydro-1,2,4-triazine (17.2 g), mp. 219... The reactants are Clc1nnc(Cc2ccncc2)c2ccccc12, C1COCCO1, Oc1cccc(O)c1. Yields the product Oc1cccc(Oc2nnc(Cc3ccncc3)c3ccccc23)c1. As a reaction SMILES: [Cl:9][c:10]1[n:11][n:12][c:13]([CH2:20][c:21]2[cH:22][cH:23][n:24][cH:25][cH:26]2)[c:14]2[cH:15][cH:16][cH:17][cH:18][c:19]12.[O:27]1[CH2:28][CH2:29][O:30][CH2:31][CH2:32]1.[OH:1][c:2]1[cH:3][cH:4][cH:5][c:6]([OH:7])[cH:8]1>>[OH:1][c:2]1[cH:3][cH:4][cH:5][c:6]([O:7][c:10]2[n:11][n:12][c:13]([CH2:20][c:21]3[cH:22][cH:23][n:24][cH:25][cH:26]3)[c:14]3[cH:15][cH:16][cH:17][cH:18][c:19]23)[cH:8]1.